This data is from the Open Reaction Database (ORD), a public repository of structured organic reaction records. The task is: describe an organic reaction: reactants, conditions, products, and yield Starting materials: C(=O)=O (CO2), OC1=CC=C(C=CC(=O)O)C=C1 (p-hydroxycinnamic acid), N1=CC=CC2=CC=CC=C12 (quinoline), C1(O)=CC=C(O)C=C1 (hydroquinone). Reagents/catalysts: [Cu] (copper). Product: C(=C)C1=CC=C(C=C1)O (Para-vinylphenol). The yield is 11.8%. Reaction SMILES: [OH:1][C:2]1[CH:12]=[CH:11][C:5]([CH:6]=[CH:7]C(O)=O)=[CH:4][CH:3]=1.N1C2C(=CC=CC=2)C=CC=1.C1(C=CC(O)=CC=1)O.C(=O)=O>[Cu]>[CH:6]([C:5]1[CH:11]=[CH:12][C:2]([OH:1])=[CH:3][CH:4]=1)=[CH2:7]. Procedure details: Para-vinylphenol was prepared as follows. 15.6 g of p-hydroxycinnamic acid were mixed to a slurry with 15 ml quinoline, 0.6 g copper turnings and 1.1 g hydroquinone. The mixture was heated by an oil bath at 200° C. for 15 minutes after which time the evolution of CO2 had almost ceased. The reaction mixture was then cooled and distilled under rotary pump vacuum, the fraction collected between 60° and 80° C. being p-vinylphenol and quinoline. (Bpt. Quinoline=114° C./15 mm Hg; p-vinylphenol=115° C.... Reactants: C(C)(C)(C)OC(=O)N1CCC(CC1)C1=CC=C(C=C1)N (4-(4-aminophenyl)-piperidine-1-carboxylic acid tert-butyl ester), FC(C1=CC=C(C=C1)C=1C(=CC=CC1)C(=O)O)(F)F (4′-trifluoromethyl-biphenyl-2-carboxylic acid), C=1C=CC2=C(C1)N=NN2O (HOBt), CCN=C=NCCCN(C)C.Cl (EDCl). Run in C(Cl)Cl (CH2Cl2), CCN(CC)CC (Et3N). Reaction conditions: time 16 hour. Product: C(C)(C)(C)OC(=O)N1CCC(CC1)C1=CC=C(C=C1)NC(=O)C=1C(=CC=CC1)C1=CC=C(C=C1)C(F)(F)F (4-{4-[(4′-Trifluoromethyl-biphenyl-2-carbonyl)-amino]-phenyl}-piperidine-1-carboxylic Acid tert-butyl Ester). Yield: 74.6%. As a reaction SMILES: [C:1]([O:5][C:6]([N:8]1[CH2:13][CH2:12][CH:11]([C:14]2[CH:19]=[CH:18][C:17]([NH2:20])=[CH:16][CH:15]=2)[CH2:10][CH2:9]1)=[O:7])([CH3:4])([CH3:3])[CH3:2].[F:21][C:22]([F:39])([F:38])[C:23]1[CH:28]=[CH:27][C:26]([C:29]2[C:30]([C:35](O)=[O:36])=[CH:31][CH:32]=[CH:33][CH:34]=2)=[CH:25][CH:24]=1.C1C=CC2N(O)N=NC=2C=1.CCN=C=NCCCN(C)C.Cl>C(Cl)Cl.CCN(CC)CC>[C:1]([O:5][C:6]([N:8]1[CH2:13][CH2:12][CH:11]([C:14]2[CH:19]=[CH:18][C:17]([NH:20][C:35]([C:30]3[C:29]([C:26]4[CH:27]=[CH:28][C:23]([C:22]([F:21])([F:38])[F:39])=[CH:24][CH:25]=4)=[CH:34][CH:33]=[CH:32][CH:31]=3)=[O:36])=[CH:16][CH:15]=2)[CH2:10][CH2:9]1)=[O:7])([CH3:4])([CH3:2])[CH3:3] |f:3.4|. Reported procedure: To a stirred solution of 4-(4-aminophenyl)-piperidine-1-carboxylic acid tert-butyl ester (0.18 g), 4′-trifluoromethyl-biphenyl-2-carboxylic acid (0.17 g), HOBt (0.1 g), and Et3N (80 mg) in CH2Cl2 (10 mL) was added at room temperature EDCl (0.15 g) and the mixture was stirred at room temperature for 16 hours. The organic solution was then washed with water, with a saturated solution of NaHCO3 and dried over Na2SO4. After filtration and evaporation of the filtrate, the residue was purified by flas...